This data is from the Open Reaction Database (ORD), a public repository of structured organic reaction records. The task is: describe an organic reaction: reactants, conditions, products, and yield Starting materials: FCCCBr, O=C([O-])[O-], CC1(C)CC(c2ccccc2N2CCNCC2)CC(C)(C)C1, CCOCC, CN(C)C=O, [I-], [K+], [K+], [Na+], [Na+], O=C([O-])O. The product is CC1(C)CC(c2ccccc2N2CCN(CCCF)CC2)CC(C)(C)C1. Reaction SMILES: [Br:23][CH2:24][CH2:25][CH2:26][F:27].[C:30](=[O:31])([O-:32])[O-:33].[CH3:1][C:2]1([CH3:22])[CH2:3][CH:4]([c:10]2[c:11]([N:16]3[CH2:17][CH2:18][NH:19][CH2:20][CH2:21]3)[cH:12][cH:13][cH:14][cH:15]2)[CH2:5][C:6]([CH3:8])([CH3:9])[CH2:7]1.[CH3:41][CH2:42][O:43][CH2:44][CH3:45].[CH3:46][N:47]([CH3:48])[CH:49]=[O:50].[I-:29].[K+:34].[K+:35].[Na+:28].[Na+:36].[OH:37][C:38](=[O:39])[O-:40]>>[CH3:1][C:2]1([CH3:22])[CH2:3][CH:4]([c:10]2[c:11]([N:16]3[CH2:17][CH2:18][N:19]([CH2:24][CH2:25][CH2:26][F:27])[CH2:20][CH2:21]3)[cH:12][cH:13][cH:14][cH:15]2)[CH2:5][C:6]([CH3:8])([CH3:9])[CH2:7]1. Starting materials: C1(=CC=CC=C1)P(=O)(C1=CC=CC=C1)N=[N+]=[N-] (diphenylphosphorylazide), S1C(=NC=C1)COCC=1C=C(C=CC1)N1C=NC2=C1C=CC(=C2)CO ({1-[3-(1,3-Thiazol-2-ylmethoxymethyl)-phenyl]-1H-benzoimidazol-5-yl}-methanol), C1=CC=C(C=C1)P(C2=CC=CC=C2)C3=CC=CC=C3 (PPh3), CC(C)OC(=O)/N=N/C(=O)OC(C)C (DIAD). The solvent is C1CCOC1 (THF). Reaction conditions: time 2 hour. The product is N(=[N+]=[N-])CC1=CC2=C(N(C=N2)C2=CC(=CC=C2)COCC=2SC=CN2)C=C1 (5-Azidomethyl-1-[3-(thiazol-2-ylmethoxymethyl)-phenyl]-1H-benzoimidazole). As a reaction SMILES: [S:1]1[CH:5]=[CH:4][N:3]=[C:2]1[CH2:6][O:7][CH2:8][C:9]1[CH:10]=[C:11]([N:15]2[C:19]3[CH:20]=[CH:21][C:22]([CH2:24]O)=[CH:23][C:18]=3[N:17]=[CH:16]2)[CH:12]=[CH:13][CH:14]=1.C1C=CC(P(C2C=CC=CC=2)C2C=CC=CC=2)=CC=1.CC(OC(/N=N/C(OC(C)C)=O)=O)C.C1(P([N:73]=[N+:74]=[N-:75])(C2C=CC=CC=2)=O)C=CC=CC=1>C1COCC1>[N:73]([CH2:24][C:22]1[CH:21]=[CH:20][C:19]2[N:15]([C:11]3[CH:12]=[CH:13][CH:14]=[C:9]([CH2:8][O:7][CH2:6][C:2]4[S:1][CH:5]=[CH:4][N:3]=4)[CH:10]=3)[CH:16]=[N:17][C:18]=2[CH:23]=1)=[N+:74]=[N-:75]. Procedure: To a mixture of 10g (0.1 g; 0.28 mmol) and PPh3 (0.11 g; 0.43 mmol) in THF (3 ml) was added DIAD (0.09 g; 0.43 mmol) at 0° C. After 5 min. diphenylphosphorylazide (0.12 g; 0.43 mmol) was added and the mixture was allowed to reach room temperature. Stirring was continued for 2 hours. The solvent was removed by evaporation and the residue was eluted through silica gel with a mixture of dichloromethane and methanol (50:1 v/v) to afford 25g. LC-ESI-HRMS of [M+H]+ shows 377.1188 Da. Calc. 377.118455 ...